This data is from the Open Reaction Database (ORD), a public repository of structured organic reaction records. The task is: describe an organic reaction: reactants, conditions, products, and yield The reactants are ClCCl (Dichloromethane), C(C)(=O)O (acetic acid), C(C)(C)(C)OC(=O)N1C[C@H](CCC1)OC=1C=C2C(=CNC(C2=CC1)=O)Br ((S)-3-(4-bromo-1-oxo-1,2-dihydroisoquinolin-6-yloxy)piperidine-1-carboxylic acid tert-butyl ester). The solvent is CO (methanol). Conditions: time 2 hour. The product is BrC1=CNC(C2=CC=C(C=C12)O[C@@H]1CNCCC1)=O ((S)-4-bromo-6-(piperidin-3-yloxy)-2H-isoquinolin-1-one). Reaction SMILES: ClCCl.C(O)(=O)C.C(OC([N:15]1[CH2:20][CH2:19][CH2:18][C@H:17]([O:21][C:22]2[CH:23]=[C:24]3[C:29](=[CH:30][CH:31]=2)[C:28](=[O:32])[NH:27][CH:26]=[C:25]3[Br:33])[CH2:16]1)=O)(C)(C)C>CO>[Br:33][C:25]1[C:24]2[C:29](=[CH:30][CH:31]=[C:22]([O:21][C@H:17]3[CH2:18][CH2:19][CH2:20][NH:15][CH2:16]3)[CH:23]=2)[C:28](=[O:32])[NH:27][CH:26]=1. Procedure: A solution of (S)-3-(oxo-1,2-dihydroisoquinolin-6-yloxy)piperidine-1-carboxylic acid tert-butyl ester (1 g, 2.9 mmol) and N-bromosuccinamide (516 mg, 2.9 mmol) in acetonitrile was stirred overnight at ambient temperature. The mixture was absorbed onto silica and flash chromatography (eluent: ethyl acetate) to give (S)-3-(4-bromo-1-oxo-1,2-dihydroisoquinblin-6-yloxy)piperidine-1-carboxylic acid tert-butyl ester (700 mg). Dichloromethane and trifluoroacetic acetic acid (3:1, 20 ml) were added to (... Reactants: CCOC(=O)c1c(C=Cc2ccc(C(C)C)cc2Cl)csc1N1C(=O)c2ccccc2C1=O, CO, Cl, [Na+], [OH-], O. The product is CC(C)c1ccc(C=Cc2csc(N3C(=O)c4ccccc4C3=O)c2C(=O)O)c(Cl)c1. As a reaction SMILES: [CH2:5]([CH3:6])[O:7][C:8](=[O:9])[c:10]1[c:11]([N:27]2[C:28](=[O:37])[c:29]3[cH:30][cH:31][cH:32][cH:33][c:34]3[C:35]2=[O:36])[s:12][cH:13][c:14]1[CH:15]=[CH:16][c:17]1[c:18]([Cl:26])[cH:19][c:20]([CH:23]([CH3:24])[CH3:25])[cH:21][cH:22]1.[CH3:3][OH:4].[ClH:38].[Na+:2].[OH-:1].[OH2:39]>>[O:7]=[C:8]([OH:9])[c:10]1[c:11]([N:27]2[C:28](=[O:37])[c:29]3[cH:30][cH:31][cH:32][cH:33][c:34]3[C:35]2=[O:36])[s:12][cH:13][c:14]1[CH:15]=[CH:16][c:17]1[c:18]([Cl:26])[cH:19][c:20]([CH:23]([CH3:24])[CH3:25])[cH:21][cH:22]1. The solvent is CC#N (CH3CN). Reaction SMILES: [O:1]=[C:2]1[C:11]2[C:6](=[CH:7][CH:8]=[CH:9][CH:10]=2)[NH:5][CH:4]=[C:3]1[C:12]([NH:14][C:15]1[CH:23]=[C:22]2[C:18]([CH:19]=[CH:20][NH:21]2)=[CH:17][C:16]=1[C:24](O)=[O:25])=[O:13].[NH:27]1[CH2:32][CH2:31][CH2:30][CH2:29][CH2:28]1>CC#N>[O:1]=[C:2]1[C:11]2[C:6](=[CH:7][CH:8]=[CH:9][CH:10]=2)[NH:5][CH:4]=[C:3]1[C:12]([NH:14][C:15]1[CH:23]=[C:22]2[C:18]([CH:19]=[CH:20][NH:21]2)=[CH:17][C:16]=1[C:24]([N:27]1[CH2:32][CH2:31][CH2:30][CH2:29][CH2:28]1)=[O:25])=[O:13]. Procedure details: 4-oxo-N-[5-(1-piperidylcarbonyl)-1H-indol-6-yl]-1H-quinoline-3-carboxamide (148) was synthesized following the general scheme above, coupling the acid (188-I) with piperidine. Overall yield (12%). HPLC ret. time 2.79 min, 10-99% CH3CN, 5 min run; ESI-MS 415.5 m/z (MH+). Product: O=C1C(=CNC2=CC=CC=C12)C(=O)NC1=C(C=C2C=CNC2=C1)C(=O)N1CCCCC1 (4-oxo-N-[5-(1-piperidylcarbonyl)-1H-indol-6-yl]-1H-quinoline-3-carboxamide). Reactants: O=C1C(=CNC2=CC=CC=C12)C(=O)NC1=C(C=C2C=CNC2=C1)C(=O)O (6-[(4-oxo-1H-quinolin-3-yl)carbonylamino]-1H-indole-5-carboxylic acid), N1CCCCC1 (piperidine). The reactants are C1=CC=CC=2C(C3=C(CCC21)C=CC=C3)CCO (10,11-dihydro-5H-dibenzo[a,d]cycloheptene-5-ethanol), C(C)O (ethanol), [Cl-].[NH4+] (ammonium chloride). The solvent is O1CCCC1 (tetrahydrofuran). The product is C1C=CCC=2C(C3=C(CCC21)C=CC=C3)CCO (4,5,10,11-tetrahydro-1H-dibenzo[a,d]cycloheptene-5-ethanol). As a reaction SMILES: [CH:1]1[C:11]2[CH2:10][CH2:9][C:8]3[CH:12]=[CH:13][CH:14]=[CH:15][C:7]=3[CH:6]([CH2:16][CH2:17][OH:18])[C:5]=2[CH:4]=[CH:3][CH:2]=1.C(O)C.[Cl-].[NH4+]>O1CCCC1>[CH2:12]1[C:8]2[CH2:9][CH2:10][C:11]3[CH:1]=[CH:2][CH:3]=[CH:4][C:5]=3[CH:6]([CH2:16][CH2:17][OH:18])[C:7]=2[CH2:15][CH:14]=[CH:13]1 |f:2.3|. Procedure: A mixture of 80.0 g of 10,11-dihydro-5H-dibenzo[a,d]cycloheptene-5-ethanol, 195.7 ml of dry ethanol, 2.0 l of dry tetrahydrofuran and 3.2 l of dry distilled ammonia, stirred under argon, is treated at -30° to -31° with 25.09 g of sodium (3 to 4 pieces). After the exothermic reaction has faded, the mixture is stirred for about an additional 10 minutes and subsequently treated portionwise with a total of 60 g of ammonium chloride. After removal of the ammonia, the suspension remaining is washed th... Reactants: CC1=CC=C(C=C1)S(=O)(=O)OC[C@@H]1OC2=C(CCC1)C=CC=C2C2=C(C=CC=C2Cl)Cl ([(2R)-9-(2,6-dichlorophenyl)-2,3,4,5-tetrahydro-1-benzoxepin-2-yl]methyl 4-methylbenzenesulfonate), [N-]=[N+]=[N-].[Na+] (sodium azide). Run in CS(=O)C (dimethyl sulfoxide). Run at time 5 minute. Yields the product N(=[N+]=[N-])C[C@H]1CCCC2=C(O1)C(=CC=C2)C2=C(C=CC=C2Cl)Cl ((2R)-2-azidomethyl-9-(2,6-dichloro-phenyl)-2,3,4,5-tetrahydro-benzo[b]oxepine). Yield: 86.4%. Reaction SMILES: CC1C=CC(S(O[CH2:12][C@H:13]2[CH2:19][CH2:18][CH2:17][C:16]3[CH:20]=[CH:21][CH:22]=[C:23]([C:24]4[C:29]([Cl:30])=[CH:28][CH:27]=[CH:26][C:25]=4[Cl:31])[C:15]=3[O:14]2)(=O)=O)=CC=1.[N-:32]=[N+:33]=[N-:34].[Na+]>CS(C)=O>[N:32]([CH2:12][C@@H:13]1[O:14][C:15]2[C:23]([C:24]3[C:29]([Cl:30])=[CH:28][CH:27]=[CH:26][C:25]=3[Cl:31])=[CH:22][CH:21]=[CH:20][C:16]=2[CH2:17][CH2:18][CH2:19]1)=[N+:33]=[N-:34] |f:1.2|. Procedure details: A solution of [(2R)-9-(2,6-dichlorophenyl)-2,3,4,5-tetrahydro-1-benzoxepin-2-yl]methyl 4-methylbenzenesulfonate (381 mg, 0.798 mmol) and sodium azide (208 mg, 3.192 mmol) in anhydrous dimethyl sulfoxide (10 mL) was heated at 70° C. under nitrogen for 19 hours. The cooled reaction mixture was quenched by the addition of water (30 mL) and the resulting suspension stirred vigorously for 5 minutes. The mixture was then partitioned between ethyl acetate (100 mL) and water (100 mL), the organic phase ... The reactants are FC(S(=O)(=O)OS(=O)(=O)C(F)(F)F)(F)F (Trifluorornethanesulfonic anhydride), CC=1C=C(C=2NC(C3=C(N(C2N1)CC)N=CC=C3)=O)C (5,11-dihydro-2,4-dimethyl-11-ethyl-6H-dipyrido[3,2-b:2',3'-e][1,4]diazepine-6-one), C(Cl)Cl (methylene chloride), C(C)(C)N(CC)C(C)C (diisopropylethylamine). Reagents/catalysts: [C-]#N.C(C)[N+](CC)(CC)CC (tetraethylammonium cyanide). Solvent: C(C)(=O)OCC (Ethyl acetate). Conditions: time 8 hour. The product is C(#N)C=1C2=C(N(C3=C(N1)C(=CC(=N3)C)C)CC)N=CC=C2 (6-Cyano-2,4-dimethyl-11-ethyl-11H-dipyrido[3,2-b:2',3'-e][1,4]diazepine). As a reaction SMILES: FC(F)(F)S(OS(C(F)(F)F)(=O)=O)(=O)=O.[CH3:16][C:17]1[CH:18]=[C:19]([CH3:35])[C:20]2[NH:21][C:22](=O)[C:23]3[CH:33]=[CH:32][CH:31]=[N:30][C:24]=3[N:25]([CH2:28][CH3:29])[C:26]=2[N:27]=1.C(Cl)Cl.[CH:39]([N:42](C(C)C)CC)(C)C>[C-]#N.C([N+](CC)(CC)CC)C.C(OCC)(=O)C>[C:39]([C:22]1[C:23]2[CH:33]=[CH:32][CH:31]=[N:30][C:24]=2[N:25]([CH2:28][CH3:29])[C:26]2[N:27]=[C:17]([CH3:16])[CH:18]=[C:19]([CH3:35])[C:20]=2[N:21]=1)#[N:42] |f:4.5|. Reported procedure: Trifluorornethanesulfonic anhydride (0.24 mL, 14 mmol) was added to a solution of 0.314 g (1.2 mmol) 5,11-dihydro-2,4-dimethyl-11-ethyl-6H-dipyrido[3,2-b:2',3'-e][1,4]diazepine-6-one in 15 mL of methylene chloride containing 0.25 mL (14 mmol) of diisopropylethylamine. The resulting mixture was refluxed under Ar for 3 hr. Ethyl acetate (~200 mL) was then added and the solution was washed three times with water and four times with brine. After drying (magnesium sulfate), the solution was concentra...